Dataset: the Open Reaction Database (ORD), a public repository of structured organic reaction records. Task: describe an organic reaction: reactants, conditions, products, and yield The reactants are CCOC(=O)c1nc2c(s1)CCOc1cc(Br)ccc1-2, C1CCOC1, CO, Cl, [Na+], [OH-], O. Yields the product O=C(O)c1nc2c(s1)CCOc1cc(Br)ccc1-2. As a reaction SMILES: [CH2:1]([CH3:2])[O:3][C:4](=[O:5])[c:6]1[s:7][c:8]2[c:14]([n:15]1)-[c:13]1[c:12]([cH:19][c:18]([Br:20])[cH:17][cH:16]1)[O:11][CH2:10][CH2:9]2.[CH2:24]1[O:25][CH2:26][CH2:27][CH2:28]1.[CH3:29][OH:30].[ClH:23].[Na+:22].[OH-:21].[OH2:31]>>[O:3]=[C:4]([OH:5])[c:6]1[s:7][c:8]2[c:14]([n:15]1)-[c:13]1[c:12]([cH:19][c:18]([Br:20])[cH:17][cH:16]1)[O:11][CH2:10][CH2:9]2. The reactants are [OH-].[Na+] (sodium hydroxide), O (water), 3, C(C#C)O (propargyl alcohol), C(CCCC)Br (n-pentyl bromide). Reagents/catalysts: [Br-].C(CCC)[N+](CCCC)(CCCC)CCCC (tetrabutyl ammonium bromide). The solvent is CCCCCC (hexane). Yields the product C(CCCC)OCC#C (3-(pentyloxy)prop-1-yne). Isolated yield 96.3%. As a reaction SMILES: [OH-].[Na+].O.[CH2:4]([OH:7])[C:5]#[CH:6].[CH2:8](Br)[CH2:9][CH2:10][CH2:11][CH3:12]>[Br-].C([N+](CCCC)(CCCC)CCCC)CCC.CCCCCC>[CH2:8]([O:7][CH2:4][C:5]#[CH:6])[CH2:9][CH2:10][CH2:11][CH3:12] |f:0.1,5.6|. Procedure: To a 500 mL 3 neck flask equipped with magnetic stirrer, addition funnel, and thermometer was charged 140 grams (g) of 50% sodium hydroxide in water (1.75 mol), 1.88 g of tetrabutyl ammonium bromide (5.83 mmol), and 120 mL of dry hexane. The reaction mixture was stirred rapidly at ambient temperature followed by the dropwise addition of 13 g (0.232 moles) of propargyl alcohol and 43.16 ml (0.35 moles) of n-pentyl bromide. The reaction was refluxed for 3 hours, after which two phases formed when ... The reactants are C=C1CCCC1C(O)C(C)(C)N1COC(C)=C(c2ccccc2)C1=O, ClCCl, O=[Cr](=O)([O-])Cl, c1cc[nH+]cc1. The product is C=C1CCCC1C(=O)C(C)(C)N1COC(C)=C(c2ccccc2)C1=O. Reaction SMILES: [CH3:12][C:13]1=[C:14]([c:31]2[cH:32][cH:33][cH:34][cH:35][cH:36]2)[C:15](=[O:30])[N:16]([C:19]([CH:20]([OH:21])[CH:22]2[C:23](=[CH2:27])[CH2:24][CH2:25][CH2:26]2)([CH3:28])[CH3:29])[CH2:17][O:18]1.[Cl:37][CH2:38][Cl:39].[O:1]=[Cr:2]([Cl:3])([O-:4])=[O:5].[nH+:6]1[cH:7][cH:8][cH:9][cH:10][cH:11]1>>[CH3:12][C:13]1=[C:14]([c:31]2[cH:32][cH:33][cH:34][cH:35][cH:36]2)[C:15](=[O:30])[N:16]([C:19]([C:20](=[O:21])[CH:22]2[C:23](=[CH2:27])[CH2:24][CH2:25][CH2:26]2)([CH3:28])[CH3:29])[CH2:17][O:18]1.